From a dataset of the Open Reaction Database (ORD), a public repository of structured organic reaction records. describe an organic reaction: reactants, conditions, products, and yield The reactants are C1(=CC=CC=C1)C(=C1CC2CCC(C1)N2)C2=CSC=C2 (3-(phenyl-thiophen-3-yl-methylene)-8-aza-bicyclo[3.2.1]octane), C(=O)([O-])[O-].[K+].[K+] (K2CO3), BrCC=C(C)C (4-bromo-2-methyl-2-butene). The solvent is C(C)#N (acetonitrile). Reaction conditions: time 8 hour. Product: CC(=CCN1C2CC(CC1CC2)=C(C2=CSC=C2)C2=CC=CC=C2)C (8-(3-Methyl-but-2-enyl)-3-(phenyl-thiophen-3-yl-methylene)-8-aza-bicyclo[3.2.1]octane). As a reaction SMILES: [C:1]1([C:7]([C:16]2[CH:20]=[CH:19][S:18][CH:17]=2)=[C:8]2[CH2:14][CH:13]3[NH:15][CH:10]([CH2:11][CH2:12]3)[CH2:9]2)[CH:6]=[CH:5][CH:4]=[CH:3][CH:2]=1.C([O-])([O-])=O.[K+].[K+].Br[CH2:28][CH:29]=[C:30]([CH3:32])[CH3:31]>C(#N)C>[CH3:31][C:30]([CH3:32])=[CH:29][CH2:28][N:15]1[CH:10]2[CH2:11][CH2:12][CH:13]1[CH2:14][C:8](=[C:7]([C:1]1[CH:2]=[CH:3][CH:4]=[CH:5][CH:6]=1)[C:16]1[CH:20]=[CH:19][S:18][CH:17]=1)[CH2:9]2 |f:1.2.3|. Procedure: To 100 mg (355 μmol) of 3-(phenyl-thiophen-3-yl-methylene)-8-aza-bicyclo[3.2.1]octane in 1 mL of acetonitrile was added 98 mg (710 μmol) of K2CO3 and 41 μL (355 μmol) of 4-bromo-2-methyl-2-butene at room temperature. The reaction mixture was allowed to stir overnight at room temperature. Next day, the crude was filtered and washed with acetonitrile. The combined filtrates were concentrated. The concentrated sample was purified by reverse phase chromatography (20×100 mm J'sphere H-80 YMC column u... Reactants: Cl, Cl, C1COCCO1, NC1(CO)CCCC1, O=S(Cl)Cl. Yields the product NC1(CCl)CCCC1, Cl. Reaction SMILES: [ClH:10].[ClH:9].[O:15]1[CH2:16][CH2:17][O:18][CH2:19][CH2:20]1.[OH:1][CH2:2][C:3]1([NH2:8])[CH2:4][CH2:5][CH2:6][CH2:7]1.[S:11]([Cl:12])([Cl:13])=[O:14]>>[CH2:2]([C:3]1([NH2:8])[CH2:4][CH2:5][CH2:6][CH2:7]1)[Cl:13].[ClH:9]. Reactants: FC1=C(N)C=CC=C1 (2-fluoroaniline), ClC1=NC2=CC=CC=C2C(=N1)Cl (2,4-dichloroquinazoline), CN(C=O)C (N,N-dimethylformamide), C([O-])([O-])=O.[K+].[K+] (potassium carbonate). Run in O (water). Reaction conditions: time 8 hour. Yields the product ClC1=NC2=CC=CC=C2C(=N1)NC1=C(C=CC=C1)F (2-chloro-N-(2-fluorophenyl)quinazoline-4-amine). The yield is 40.0%. RXN SMILES: [F:1][C:2]1[CH:8]=[CH:7][CH:6]=[CH:5][C:3]=1[NH2:4].[Cl:9][C:10]1[N:19]=[C:18](Cl)[C:17]2[C:12](=[CH:13][CH:14]=[CH:15][CH:16]=2)[N:11]=1.CN(C)C=O.C(=O)([O-])[O-].[K+].[K+]>O>[Cl:9][C:10]1[N:19]=[C:18]([NH:4][C:3]2[CH:5]=[CH:6][CH:7]=[CH:8][C:2]=2[F:1])[C:17]2[C:12](=[CH:13][CH:14]=[CH:15][CH:16]=2)[N:11]=1 |f:3.4.5|. Procedure details: To a mixture of 2-fluoroaniline (232 mg), 2,4-dichloroquinazoline (400 mg) and N,N-dimethylformamide (4 mL), potassium carbonate (430 mg) was added and stirred at room temperature for 8 hours. The reaction mixture was diluted with water (40 mL), and the precipitated solid was collected by filtration and purified by silica gel column chromatography (eluent; n-hexane:ethyl acetate=5:1-3:1) to give 2-chloro-N-(2-fluorophenyl)quinazoline-4-amine (0.22 g) as a light-yellow solid.